From a dataset of the Open Reaction Database (ORD), a public repository of structured organic reaction records. describe an organic reaction: reactants, conditions, products, and yield Starting materials: CC(Cl)c1cccnc1, OC1CN(C2CCCC2)C1. The reagents and catalysts are O=C([O-])[O-].[Cs+].[Cs+] (cesium carbonate), [I-].[K+] (potassium iodide). The solvent is CN(C)C=O (DMF), CN(C)C=O (dmf), CN(C)C=O (DMF). Run at temperature 70 celsius, time 16 hour. Product: CC(OC1CN(C2CCCC2)C1)c1cccnc1. Procedure: The title compound was synthesized in a similar manner as described for Example 1.1 using 8-bromo-1-(1,3-dimethyl-1H-pyrazol-4-yl)-3-methyl-1,3-dihydro-imidazo[4,5-c]quinolin-2-one (Intermediate A) and 3-ethoxymethyl-5-(4,4,5,5-tetramethyl-[1,3,2]dioxaborolan-2-yl)-pyridin-2-ylamine (Stage 166.1.1) to give the title compound as a white solid. (HPLC: tR 2.17 min (Method A); M+H=444 MS-ES; 1H-NMR (d6-DMSO, 400 MHz) 8.90 (s, 1H), 8.13 (s, 1H), 8.08-8.06 (m, 1H), 8.05-8.01 (m, 1H), 7.86-7.82 (m, 1H)... Yields the product NC1=C(C=C(C=N1)C1=CC=2C3=C(C=NC2C=C1)N(C(N3C=3C(=NN(C3)C)C)=O)C)COCC (8-(6-Amino-5-ethoxymethyl-pyridin-3-yl)-1-(1,3-dimethyl-1H-pyrazol-4-yl)-3-methyl-1,3-dihydro-imidazo[4,5-c]quinolin-2-one). Reaction SMILES: Br[C:2]1[CH:11]=[CH:10][C:9]2[N:8]=[CH:7][C:6]3[N:12]([CH3:23])[C:13](=[O:22])[N:14]([C:15]4[C:16]([CH3:21])=[N:17][N:18]([CH3:20])[CH:19]=4)[C:5]=3[C:4]=2[CH:3]=1.[CH2:24]([O:26][CH2:27][C:28]1[C:29]([NH2:43])=[N:30][CH:31]=[C:32](B2OC(C)(C)C(C)(C)O2)[CH:33]=1)[CH3:25]>>[NH2:43][C:29]1[N:30]=[CH:31][C:32]([C:2]2[CH:11]=[CH:10][C:9]3[N:8]=[CH:7][C:6]4[N:12]([CH3:23])[C:13](=[O:22])[N:14]([C:15]5[C:16]([CH3:21])=[N:17][N:18]([CH3:20])[CH:19]=5)[C:5]=4[C:4]=3[CH:3]=2)=[CH:33][C:28]=1[CH2:27][O:26][CH2:24][CH3:25]. Starting materials: BrC1=CC=2C3=C(C=NC2C=C1)N(C(N3C=3C(=NN(C3)C)C)=O)C (8-bromo-1-(1,3-dimethyl-1H-pyrazol-4-yl)-3-methyl-1,3-dihydro-imidazo[4,5-c]quinolin-2-one), BrC1=CC=2C3=C(C=NC2C=C1)N(C(N3C=3C(=NN(C3)C)C)=O)C (8-bromo-1-(1,3-dimethyl-1H-pyrazol-4-yl)-3-methyl-1,3-dihydro-imidazo[4,5-c]quinolin-2-one), C(C)OCC=1C(=NC=C(C1)B1OC(C(O1)(C)C)(C)C)N (3-ethoxymethyl-5-(4,4,5,5-tetramethyl-[1,3,2]dioxaborolan-2-yl)-pyridin-2-ylamine). Starting materials: ClC(C(=O)OC)C1=CC=CC=C1 (methyl α-chlorophenylacetate), [I-].[Na+] (Sodium iodide), [Cl-].[Na+] (sodium chloride). Solvent: CC(=O)C (acetone). Product: IC(C(=O)OC)C1=CC=CC=C1 (Methyl α-iodophenylacetate). RXN SMILES: [I-:1].[Na+].Cl[CH:4]([C:9]1[CH:14]=[CH:13][CH:12]=[CH:11][CH:10]=1)[C:5]([O:7][CH3:8])=[O:6].[Cl-].[Na+]>CC(C)=O>[I:1][CH:4]([C:9]1[CH:14]=[CH:13][CH:12]=[CH:11][CH:10]=1)[C:5]([O:7][CH3:8])=[O:6] |f:0.1,3.4|. Procedure details: Sodium iodide (7.5 g, 0.05 mol) dissolved in analar acetone (25 ml) was stirred at room temperature and to it added methyl α-chlorophenylacetate (9.32 g, 0.05 mol). Stirred for 15 minutes. The precipitate sodium chloride was allowed to settle. The reactants are CC1=C(SC=C1)C(=O)N (3-methyl-2-thiophenecarboxamide), ClCC(=O)CCl (1,3-dichloroacetone). Yields the product ClCC=1N=C(OC1)C=1SC=CC1C (4-chloromethyl-2-(3-methyl-2-thienyl)oxazole). Isolated yield 61.0%. RXN SMILES: [CH3:1][C:2]1[CH:6]=[CH:5][S:4][C:3]=1[C:7]([NH2:9])=[O:8].[Cl:10][CH2:11][C:12]([CH2:14]Cl)=O>>[Cl:10][CH2:11][C:12]1[N:9]=[C:7]([C:3]2[S:4][CH:5]=[CH:6][C:2]=2[CH3:1])[O:8][CH:14]=1. Procedure: In substantially the same manner as in Reference Example 47, 3-methyl-2-thiophenecarboxamide was allowed to react with 1,3-dichloroacetone to give 4-chloromethyl-2-(3-methyl-2-thienyl)oxazole. The yield was 61%. Recrystallization from ethyl acetate-hexane gave colorless needles, mp 95-96° C. Starting materials: CC(=O)c1cncc(Br)c1, Cc1ccccc1, CCOC(C)=O, CCO, [Na+], [Na+], O=C([O-])[O-], OB(O)c1ccccc1. Yields the product CC(=O)c1cncc(-c2ccccc2)c1. As a reaction SMILES: [Br:1][c:2]1[cH:3][c:4]([C:8]([CH3:9])=[O:10])[cH:5][n:6][cH:7]1.[CH3:20][c:21]1[cH:22][cH:23][cH:24][cH:25][cH:26]1.[CH3:33][CH2:34][O:35][C:36](=[O:37])[CH3:38].[CH3:39][CH2:40][OH:41].[Na+:27].[Na+:28].[O-:29][C:30](=[O:31])[O-:32].[OH:11][B:12]([OH:13])[c:14]1[cH:15][cH:16][cH:17][cH:18][cH:19]1>>[c:2]1(-[c:14]2[cH:15][cH:16][cH:17][cH:18][cH:19]2)[cH:3][c:4]([C:8]([CH3:9])=[O:10])[cH:5][n:6][cH:7]1. Starting materials: [Br-], CC#C[Mg+], C1CCOC1, O=Cc1cccc(OCc2ccccc2)c1. The product is CC#CC(O)c1cccc(OCc2ccccc2)c1. Reaction SMILES: [Br-:1].[C:2](#[C:3][CH3:4])[Mg+:5].[CH2:22]1[O:23][CH2:24][CH2:25][CH2:26]1.[CH2:6]([c:7]1[cH:8][cH:9][cH:10][cH:11][cH:12]1)[O:13][c:14]1[cH:15][c:16]([CH:17]=[O:18])[cH:19][cH:20][cH:21]1>>[C:2](#[C:3][CH3:4])[CH:17]([c:16]1[cH:15][c:14]([O:13][CH2:6][c:7]2[cH:8][cH:9][cH:10][cH:11][cH:12]2)[cH:21][cH:20][cH:19]1)[OH:18].